From a dataset of the Open Reaction Database (ORD), a public repository of structured organic reaction records. describe an organic reaction: reactants, conditions, products, and yield Reactants: Cc1nc(-c2ccc(C(F)(F)F)cc2)sc1CO, ClC(Cl)Cl, O=[Mn]=O. Product: Cc1nc(-c2ccc(C(F)(F)F)cc2)sc1C=O. Reaction SMILES: [CH3:1][c:2]1[n:3][c:4](-[c:9]2[cH:10][cH:11][c:12]([C:15]([F:16])([F:17])[F:18])[cH:13][cH:14]2)[s:5][c:6]1[CH2:7][OH:8].[CH:19]([Cl:20])([Cl:21])[Cl:22].[O:23]=[Mn:24]=[O:25]>>[CH3:1][c:2]1[n:3][c:4](-[c:9]2[cH:10][cH:11][c:12]([C:15]([F:16])([F:17])[F:18])[cH:13][cH:14]2)[s:5][c:6]1[CH:7]=[O:8].